Dataset: the Open Reaction Database (ORD), a public repository of structured organic reaction records. Task: describe an organic reaction: reactants, conditions, products, and yield The reactants are N1=C(Cl)N=C(Cl)N=C1Cl (cyanuric chloride), CC1(NC(CC(C1)NCCCCC(C)=O)(C)C)C (2,2,6,6-tetramethyl-4-(N-acetylbutylamino)-piperidine). The solvent is C=1(C(=CC=CC1)C)C (xylene). Yields the product ClC1=NC(=NC(=N1)Cl)N1C(CC(CC1(C)C)NCCCCC(C)=O)(C)C (2,4-Dichloro-6-[2,2,6,6-tetramethyl-4-(N-acetylbutylamino)-piperidin-1-yl)-1,3,5-triazine). As a reaction SMILES: [N:1]1[C:8]([Cl:9])=[N:7][C:5](Cl)=[N:4][C:2]=1[Cl:3].[CH3:10][C:11]1([CH3:27])[CH2:16][CH:15]([NH:17][CH2:18][CH2:19][CH2:20][CH2:21][C:22](=[O:24])[CH3:23])[CH2:14][C:13]([CH3:26])([CH3:25])[NH:12]1>C1(C)C(C)=CC=CC=1>[Cl:9][C:8]1[N:1]=[C:2]([Cl:3])[N:4]=[C:5]([N:12]2[C:13]([CH3:25])([CH3:26])[CH2:14][CH:15]([NH:17][CH2:18][CH2:19][CH2:20][CH2:21][C:22](=[O:24])[CH3:23])[CH2:16][C:11]2([CH3:27])[CH3:10])[N:7]=1. Reported procedure: 9.2 g of cyanuric chloride and 26.7 g of 2,2,6,6-tetramethyl-4-(N-acetylbutylamino)-piperidine are reacted in 100 ml of xylene as described in Example 1 and worked up. 2,4-Dichloro-6-[2,2,6,6-tetramethyl-4-(N-acetylbutylamino)-piperidin-1-yl)-1,3,5-triazine is obtained as colorless crystals having a melting point of 131°-133°. The reactants are CCc1oc2cc(OC)ccc2c1C(=O)c1ccc(OC)cc1, CN(C)C=O. Product: CCc1oc2cc(OC)ccc2c1C(=O)c1ccc(O)cc1. Reaction SMILES: [C:1]([c:2]1[cH:3][cH:4][c:5]([O:8][CH3:9])[cH:6][cH:7]1)(=[O:10])[c:11]1[c:12]([CH2:22][CH3:23])[o:13][c:14]2[c:15]1[cH:16][cH:17][c:18]([O:20][CH3:21])[cH:19]2.[O:24]=[CH:25][N:26]([CH3:27])[CH3:28]>>[C:1]([c:2]1[cH:3][cH:4][c:5]([OH:8])[cH:6][cH:7]1)(=[O:10])[c:11]1[c:12]([CH2:22][CH3:23])[o:13][c:14]2[c:15]1[cH:16][cH:17][c:18]([O:20][CH3:21])[cH:19]2. Reactants: [Cl-], Cc1ccc(S(=O)(=O)OCCc2ccc(O)cc2)cc1, O=C(O)c1c2ccccc2nc2ccccc12, c1ccncc1. Yields the product Cc1ccc(S(=O)(=O)OCCc2ccc(OC(=O)c3c4ccccc4nc4ccccc34)cc2)cc1. RXN SMILES: [Cl-:1].[S:19](=[O:20])(=[O:21])([c:22]1[cH:23][cH:24][c:25]([CH3:26])[cH:27][cH:28]1)[O:29][CH2:30][CH2:31][c:32]1[cH:33][cH:34][c:35]([OH:38])[cH:36][cH:37]1.[cH:2]1[cH:3][cH:4][cH:5][c:6]2[n:7][c:8]3[cH:9][cH:10][cH:11][cH:12][c:13]3[c:14]([C:16](=[O:17])[OH:18])[c:15]12.[cH:39]1[cH:40][cH:41][n:42][cH:43][cH:44]1>>[cH:2]1[cH:3][cH:4][cH:5][c:6]2[n:7][c:8]3[cH:9][cH:10][cH:11][cH:12][c:13]3[c:14]([C:16](=[O:17])[O:18][c:35]3[cH:34][cH:33][c:32]([CH2:31][CH2:30][O:29][S:19](=[O:20])(=[O:21])[c:22]4[cH:23][cH:24][c:25]([CH3:26])[cH:27][cH:28]4)[cH:37][cH:36]3)[c:15]12. The reactants are C(C1=CC=CC=C1)(C1=CC=CC=C1)(C1=CC=CC=C1)N[C@@H](CCCCNC(OC(C)(C)C)=O)\C=C\S(=O)(=O)C ((S,E)-tert-butyl (5-(trityl-amino)-7-(methylsulfonyl)hept-6-en-1-yl)carbamate), CS(=O)(=O)/C=C/[C@H](CC1=CC=C(CNC(OC(C)(C)C)=O)C=C1)N ((S,E)-tert-butyl 4-(4-(methylsulfonyl)-2-aminobut-3-en-1-yl)benzylcarbamate). Yields the product N[C@@H](CCCCNC(OC(C)(C)C)=O)\C=C\S(=O)(=O)C ((S,E)-tert-butyl (5-amino-7-(methylsulfonyl)hept-6-en-1-yl)carbamate). As a reaction SMILES: C([NH:20][C@H:21](/[CH:34]=[CH:35]/[S:36]([CH3:39])(=[O:38])=[O:37])[CH2:22][CH2:23][CH2:24][CH2:25][NH:26][C:27](=[O:33])[O:28][C:29]([CH3:32])([CH3:31])[CH3:30])(C1C=CC=CC=1)(C1C=CC=CC=1)C1C=CC=CC=1.CS(/C=C/[C@@H](N)CC1C=CC(CNC(=O)OC(C)(C)C)=CC=1)(=O)=O>>[NH2:20][C@H:21](/[CH:34]=[CH:35]/[S:36]([CH3:39])(=[O:38])=[O:37])[CH2:22][CH2:23][CH2:24][CH2:25][NH:26][C:27](=[O:33])[O:28][C:29]([CH3:32])([CH3:31])[CH3:30]. Procedure details: This compound was prepared from trityl protected amine 73 in a synthetic procedure similar to that for compound 18. The purity was checked by LC-MS analysis and the amine was subjected to the next step without further purification.